Dataset: the Open Reaction Database (ORD), a public repository of structured organic reaction records. Task: describe an organic reaction: reactants, conditions, products, and yield Starting materials: ClC1=NC(=C(C(=C1C#N)C1OCCCC1)C#N)C (2-Chloro-6-methyl-4-(tetrahydro-2H-pyran-2-yl)pyridine-3,5-dicarbonitrile), [S-2].[Na+].[Na+] (sodium sulfide). The solvent is CN(C)C=O (DMF). Run at time 12 hour. The product is CC1=NC(=C(C(=C1C#N)C1OCCCC1)C#N)S (2-Methyl-6-sulfanyl-4-(tetrahydro-2H-pyran-2-yl)pyridine-3,5-dicarbonitrile). RXN SMILES: Cl[C:2]1[C:7]([C:8]#[N:9])=[C:6]([CH:10]2[CH2:15][CH2:14][CH2:13][CH2:12][O:11]2)[C:5]([C:16]#[N:17])=[C:4]([CH3:18])[N:3]=1.[S-2:19].[Na+].[Na+]>CN(C=O)C>[CH3:18][C:4]1[C:5]([C:16]#[N:17])=[C:6]([CH:10]2[CH2:15][CH2:14][CH2:13][CH2:12][O:11]2)[C:7]([C:8]#[N:9])=[C:2]([SH:19])[N:3]=1 |f:1.2.3|. Procedure details: 471 mg (1.35 mmol) of the compound from Example 40A are initially charged in 4 ml of dry DMF, and 126 mg (1.62 mmol) of sodium sulfide are added. The reaction mixture is stirred at RT for 12 h. The solvent is then removed on a rotary evaporator and the residue is purified chromatographically on silica gel 60 (mobile phase: gradient dichloromethane/ethanol 200:1→5:1). Reactants: CCCCSCC(=O)O, CC(NC1CCCCC1)c1cccnc1, C(=NC1CCCCC1)=NC1CCCCC1, ClCCl. The product is CCCCSCC(=O)N(C1CCCCC1)C(C)c1cccnc1. RXN SMILES: [CH2:16]([CH2:17][CH2:18][CH3:19])[S:20][CH2:21][C:22](=[O:23])[OH:24].[CH:1]1([NH:7][CH:8]([CH3:9])[c:10]2[cH:11][n:12][cH:13][cH:14][cH:15]2)[CH2:2][CH2:3][CH2:4][CH2:5][CH2:6]1.[CH:25]1([N:26]=[C:27]=[N:28][CH:29]2[CH2:30][CH2:31][CH2:32][CH2:33][CH2:34]2)[CH2:35][CH2:36][CH2:37][CH2:38][CH2:39]1.[Cl:40][CH2:41][Cl:42]>>[CH:1]1([N:7]([CH:8]([CH3:9])[c:10]2[cH:11][n:12][cH:13][cH:14][cH:15]2)[C:22]([CH2:21][S:20][CH2:16][CH2:17][CH2:18][CH3:19])=[O:23])[CH2:2][CH2:3][CH2:4][CH2:5][CH2:6]1. Starting materials: NC=1C=C2C(C(N(C2=CC1N)CC)=O)(C)C (5,6-Diamino-1-ethyl-3,3-dimethyl-1,3-dihydro-indol-2-one), [N+](=O)([O-])C=1C(=NNC1)C(=O)O (4-nitro-pyrazole carboxylic acid), polyphosphoric acid, O=P12OP3(=O)OP(=O)(O1)OP(=O)(O2)O3 (phosphorus pentoxide). Reaction conditions: temperature 150 celsius, time 6 hour. Yields the product C(C)N1C(C(C=2C=C3C(=CC12)N=C(N3)C3=NNC=C3[N+](=O)[O-])(C)C)=O (5-Ethyl-7,7-dimethyl-2-(4-nitro-1H-pyrazol-3-yl)-5,7-dihydro-1H-imidazo[4,5-f]indol-6-one), solid. The yield is 32.0%. Reaction SMILES: [NH2:1][C:2]1[CH:3]=[C:4]2[C:8](=[CH:9][C:10]=1[NH2:11])[N:7]([CH2:12][CH3:13])[C:6](=[O:14])[C:5]2([CH3:16])[CH3:15].[N+:17]([C:20]1[C:21]([C:25](O)=O)=[N:22][NH:23][CH:24]=1)([O-:19])=[O:18].O=P12OP3(OP(OP(O3)(O1)=O)(=O)O2)=O>>[CH2:12]([N:7]1[C:8]2[CH:9]=[C:10]3[N:11]=[C:25]([C:21]4[C:20]([N+:17]([O-:19])=[O:18])=[CH:24][NH:23][N:22]=4)[NH:1][C:2]3=[CH:3][C:4]=2[C:5]([CH3:15])([CH3:16])[C:6]1=[O:14])[CH3:13]. Procedure details: 5,6-Diamino-1-ethyl-3,3-dimethyl-1,3-dihydro-indol-2-one (5.00 g, 22.80 mmol), and 4-nitro-pyrazole carboxylic acid (3.58 g, 22.80 mmol) were mixed with polyphosphoric acid (22.34 g, 228.0 mmol) and phosphorus pentoxide (1.63 g, 11.4 mmol) and stirred under nitrogen at 150° C. for 6 h. It was quenched with ice water (250 ml) and the resulting suspension was adjusted to pH 5 by adding aqueous ammonia. The crude microcrystalline solid was dissolved in ethyl acetate (400 mL). The organic layer was ... The reactants are COC1=C(OC)C(=O)C(CCCCCCCCCCOC(C)=O)=C(C)C1=O, CO, Cl. Product: COC1=C(OC)C(=O)C(CCCCCCCCCCO)=C(C)C1=O. RXN SMILES: [C:1](=[O:2])([CH3:3])[O:4][CH2:5][CH2:6][CH2:7][CH2:8][CH2:9][CH2:10][CH2:11][CH2:12][CH2:13][CH2:14][C:15]1=[C:16]([CH3:27])[C:17](=[O:26])[C:18]([O:24][CH3:25])=[C:19]([O:22][CH3:23])[C:20]1=[O:21].[CH3:29][OH:30].[ClH:28]>>[OH:4][CH2:5][CH2:6][CH2:7][CH2:8][CH2:9][CH2:10][CH2:11][CH2:12][CH2:13][CH2:14][C:15]1=[C:16]([CH3:27])[C:17](=[O:26])[C:18]([O:24][CH3:25])=[C:19]([O:22][CH3:23])[C:20]1=[O:21]. Reactants: C1CCOC1, CC(C)[N-]C(C)C, Cc1cc(Cl)nc(Cl)n1, CI, [Li+]. Product: CCc1cc(Cl)nc(Cl)n1. Reaction SMILES: [CH2:20]1[O:21][CH2:22][CH2:23][CH2:24]1.[CH3:11][CH:12]([N-:13][CH:14]([CH3:15])[CH3:16])[CH3:17].[Cl:1][c:2]1[n:3][c:4]([CH3:9])[cH:5][c:6]([Cl:8])[n:7]1.[I:18][CH3:19].[Li+:10]>>[Cl:1][c:2]1[n:3][c:4]([CH2:9][CH3:11])[cH:5][c:6]([Cl:8])[n:7]1.